Dataset: the Open Reaction Database (ORD), a public repository of structured organic reaction records. Task: describe an organic reaction: reactants, conditions, products, and yield Reactants: O1NC(NC(C1)=S)=O (6H-1,2,4-oxadiazin-3(2H)-one-5(4H)-thione), NC1=NC(=CC(=C1)C)C (2-amino-4,6-dimethyl pyridine). Conditions: time 17 hour. The product is CC1=CC(=NC(=C1)C)NC1=NC(NOC1)=O (5-((4,6-dimethyl-2-pyridinyl)amino)-6H-1,2,4-oxadiazin-3(2H)-one). The yield is 68.6%. Reaction SMILES: [O:1]1[CH2:6][C:5](=S)[NH:4][C:3](=[O:8])[NH:2]1.[NH2:9][C:10]1[CH:15]=[C:14]([CH3:16])[CH:13]=[C:12]([CH3:17])[N:11]=1>>[CH3:16][C:14]1[CH:13]=[C:12]([CH3:17])[N:11]=[C:10]([NH:9][C:5]2[CH2:6][O:1][NH:2][C:3](=[O:8])[N:4]=2)[CH:15]=1. Procedure details: To 0.5 g (0.0043 mole) of 6H-1,2,4-oxadiazin-3(2H)-one-5(4H)-thione dissolved in 10 ml of freshly distilled dry dioxane is added 0.56 g (0.0043 mole) of 2-amino-4,6-dimethyl pyridine. The reaction mixture is stirred at room temperature for 17 hours and the dioxane removed on a rotovap. The crystalline material is washed with chloroform, then with ether to give 0.65 g (69 percent) of 5-((4,6-dimethyl-2-pyridinyl)amino)-6H-1,2,4-oxadiazin-3(2H)-one.